Dataset: the Open Reaction Database (ORD), a public repository of structured organic reaction records. Task: describe an organic reaction: reactants, conditions, products, and yield Starting materials: BrC=1C=C2C(C3CC(C2=CC1F)C3)=NO (6-Bromo-7-fluoro-2,3-dihydro-1H-1,3-methano-naphthalen-4-one oxime), S(=O)(Cl)Cl (thionyl chloride). Solvent: O1CCOCC1 (1,4-dioxane). Yields the product BrC1=C(C=C2C3CC(NC(C2=C1)=O)C3)F (5-bromo-4-fluoro-9-azatricyclo[8.1.1.0[2,7]]dodeca-2,4,6-trien-8-one). Isolated yield 88.6%. As a reaction SMILES: [Br:1][C:2]1[CH:3]=[C:4]2[C:9](=[CH:10][C:11]=1[F:12])[CH:8]1[CH2:13][CH:6]([CH2:7]1)[C:5]2=[N:14]O.S(Cl)(Cl)=[O:17]>O1CCOCC1>[Br:1][C:2]1[CH:3]=[C:4]2[C:9]([CH:8]3[CH2:13][CH:6]([NH:14][C:5]2=[O:17])[CH2:7]3)=[CH:10][C:11]=1[F:12]. Reported procedure: Into a 100-mL round-bottom flask was placed a solution of 6-Bromo-7-fluoro-2,3-dihydro-1H-1,3-methano-naphthalen-4-one oxime (3.5 g, 12.96 mmol, 1.00 equiv) in 1,4-dioxane (30 mL) and thionyl chloride (24.7 g, 207.56 mmol, 16.00 equiv). The resulting solution was heated to reflux for 6 h, cooled, concentrated under vacuum, and quenched by the addition of 50 mL of water/ice. The solids were collected by filtration, washed with 2×50 mL of saturated aqueous NaHCO3 and 2×50 mL of water to afford 3.1... The reactants are N[C@H](C(=O)NCCCCOC1=C(C(=O)OC)C(=CC=C1)O)CC1=CC(=C(C=C1)C1CC(NS1(=O)=O)=O)Br (methyl 2-[4-((2S)-2-amino-3-[3-bromo-4-(1,1-dioxido-3-oxoisothiazolidin-5-yl)phenyl]propanoylamino)butoxy]-6-hydroxybenzoate), C(C)(C)N(C(C)C)CC (N,N-diisopropylethylamine), N1(CCOCC1)C(=O)Cl (morpholine-4-carbonyl chloride). Solvent: C(Cl)Cl (methylene chloride), CN(C=O)C (N,N-dimethylformamide). Conditions: time 2 hour. Yields the product BrC=1C=C(C=CC1C1CC(NS1(=O)=O)=O)C[C@@H](C(=O)NCCCCOC1=C(C(=O)OC)C(=CC=C1)O)NC(=O)N1CCOCC1 (Methyl 2-[4-({(2S)-3-[3-bromo-4-(1,1-dioxido-3-oxoisothiazolidin-5-yl)phenyl]-2-[(morpholin-4-ylcarbonyl)amino]propanoyl}amino)butoxy]-6-hydroxybenzoate). The yield is 84.2%. RXN SMILES: [NH2:1][C@@H:2]([CH2:22][C:23]1[CH:28]=[CH:27][C:26]([CH:29]2[S:33](=[O:35])(=[O:34])[NH:32][C:31](=[O:36])[CH2:30]2)=[C:25]([Br:37])[CH:24]=1)[C:3]([NH:5][CH2:6][CH2:7][CH2:8][CH2:9][O:10][C:11]1[CH:20]=[CH:19][CH:18]=[C:17]([OH:21])[C:12]=1[C:13]([O:15][CH3:16])=[O:14])=[O:4].C(N(CC)C(C)C)(C)C.[N:47]1([C:53](Cl)=[O:54])[CH2:52][CH2:51][O:50][CH2:49][CH2:48]1>C(Cl)Cl.CN(C)C=O>[Br:37][C:25]1[CH:24]=[C:23]([CH2:22][C@H:2]([NH:1][C:53]([N:47]2[CH2:52][CH2:51][O:50][CH2:49][CH2:48]2)=[O:54])[C:3]([NH:5][CH2:6][CH2:7][CH2:8][CH2:9][O:10][C:11]2[CH:20]=[CH:19][CH:18]=[C:17]([OH:21])[C:12]=2[C:13]([O:15][CH3:16])=[O:14])=[O:4])[CH:28]=[CH:27][C:26]=1[CH:29]1[S:33](=[O:34])(=[O:35])[NH:32][C:31](=[O:36])[CH2:30]1. Procedure details: To a solution of methyl 2-[4-((2S)-2-amino-3-[3-bromo-4-(1,1-dioxido-3-oxoisothiazolidin-5-yl)phenyl]propanoylamino)butoxy]-6-hydroxybenzoate (30.0 mg, 0.0501 mmol) in methylene chloride (0.4 mL) and N,N-dimethylformamide (0.10 mL) was added N,N-diisopropylethylamine (26.4 μL, 0.152 mmol) and morpholine-4-carbonyl chloride (6.48 μL, 0.0556 mmol) at room temperature. The resulting solution was stirred for 2 h. The reaction was quenched with 1 N HCl solution and diluted with ethyl acetate. The aqu... The reactants are ClC1=CC=C(C=C1)C1=C(C=2N(C(=N1)SC)C(NN2)=O)C2=CC=CC=C2 (7-(4-chlorophenyl)-5-(methylthio)-8-phenyl-[1,2,4]triazolo[4,3-c]pyrimidin-3(2H)-one), ClCC=1C=CC(=NC1)C(F)(F)F (5-(chloromethyl)-2-(trifluoromethyl)pyridine), C(=O)([O-])[O-].[K+].[K+] (K2CO3). Solvent: CN(C)C=O (DMF). Run at time 5 hour. Yields the product ClC1=CC=C(C=C1)C1=C(C=2N(C(=N1)SC)C(N(N2)CC=2C=NC(=CC2)C(F)(F)F)=O)C2=CC=CC=C2 (7-(4-chlorophenyl)-5-(methylthio)-8-phenyl-2-((6-(trifluoromethyl)pyridin-3-yl)methyl)-[1,2,4]triazolo[4,3-c]pyrimidin-3(2H)-one). Isolated yield 75.4%. Reaction SMILES: [Cl:1][C:2]1[CH:7]=[CH:6][C:5]([C:8]2[N:13]=[C:12]([S:14][CH3:15])[N:11]3[C:16](=[O:19])[NH:17][N:18]=[C:10]3[C:9]=2[C:20]2[CH:25]=[CH:24][CH:23]=[CH:22][CH:21]=2)=[CH:4][CH:3]=1.Cl[CH2:27][C:28]1[CH:29]=[CH:30][C:31]([C:34]([F:37])([F:36])[F:35])=[N:32][CH:33]=1.C([O-])([O-])=O.[K+].[K+]>CN(C=O)C>[Cl:1][C:2]1[CH:3]=[CH:4][C:5]([C:8]2[N:13]=[C:12]([S:14][CH3:15])[N:11]3[C:16](=[O:19])[N:17]([CH2:27][C:28]4[CH:33]=[N:32][C:31]([C:34]([F:37])([F:35])[F:36])=[CH:30][CH:29]=4)[N:18]=[C:10]3[C:9]=2[C:20]2[CH:21]=[CH:22][CH:23]=[CH:24][CH:25]=2)=[CH:6][CH:7]=1 |f:2.3.4|. Reported procedure: To a stirred solution of 7-(4-chlorophenyl)-5-(methylthio)-8-phenyl-[1,2,4]triazolo[4,3-c]pyrimidin-3(2H)-one (100 mg, 0.27 mmol) in DMF (2 mL) at room temperature under argon was added 5-(chloromethyl)-2-(trifluoromethyl)pyridine (64.4 mg, 0.33 mmol), followed by K2CO3 (74.5 mg, 0.54 mmol). The resulting mixture was stirred at room temperature for 5 h. The crude product was purified by silica gel column chromatography eluted with ethyl acetate—hexanes, then lyophilized from 1,4-dioxane, to obta... Reactants: FC(C(=O)O)(F)F (trifluoroacetic acid), C(C)(C)(C)OC(NC(C(=O)N1CC(C1)(C1=C(C=CC=C1)C)OCCCC)CC1=CC=C(C=C1)O)=O (tert-butyl[2-(3-butoxy-3-o-tolyl-azetidin-1-yl)-1-(4-hydroxybenzyl)-2-oxoethyl]carbamate). Solvent: ClCCl (dichloromethane). Reaction conditions: time 1 hour. Product: FC(C(=O)O)(F)F.NC(C(=O)N1CC(C1)(C1=C(C=CC=C1)C)OCCCC)CC1=CC=C(C=C1)O (2-amino-1-(3-butoxy-3-o-tolylazetidin-1-yl)-3-(4-hydroxyphenyl)propan-1-one trifluoroacetate). RXN SMILES: [F:1][C:2]([F:7])([F:6])[C:3]([OH:5])=[O:4].C(OC(=O)[NH:14][CH:15]([CH2:34][C:35]1[CH:40]=[CH:39][C:38]([OH:41])=[CH:37][CH:36]=1)[C:16]([N:18]1[CH2:21][C:20]([O:29][CH2:30][CH2:31][CH2:32][CH3:33])([C:22]2[CH:27]=[CH:26][CH:25]=[CH:24][C:23]=2[CH3:28])[CH2:19]1)=[O:17])(C)(C)C>ClCCl>[F:1][C:2]([F:7])([F:6])[C:3]([OH:5])=[O:4].[NH2:14][CH:15]([CH2:34][C:35]1[CH:36]=[CH:37][C:38]([OH:41])=[CH:39][CH:40]=1)[C:16]([N:18]1[CH2:19][C:20]([O:29][CH2:30][CH2:31][CH2:32][CH3:33])([C:22]2[CH:27]=[CH:26][CH:25]=[CH:24][C:23]=2[CH3:28])[CH2:21]1)=[O:17] |f:3.4|. Procedure: 2 ml of trifluoroacetic acid are added to a solution of 410 mg (0.8 mmol) of tert-butyl[2-(3-butoxy-3-o-tolyl-azetidin-1-yl)-1-(4-hydroxybenzyl)-2-oxoethyl]carbamate in 5 ml of dichloromethane. After stirring for 1 hour at ambient temperature, the solvent is evaporated off. 440 mg of 2-amino-1-(3-butoxy-3-o-tolylazetidin-1-yl)-3-(4-hydroxyphenyl)propan-1-one trifluoroacetate are obtained with a quantitative yield. Starting materials: O1C(CCCC1)OCCCCCCCC(=O)N (5-[3-(tetrahydropyranyloxy)propyl]valeramide), [H-].[Al+3].[Li+].[H-].[H-].[H-] (lithium aluminium hydride), O1CCCC1 (tetrahydrofuran), O1CCCC1 (tetrahydrofuran). Reaction conditions: time 15 minute. Yields the product NCCCCC(CO)CCCOC1OCCCC1 (6-amino-2-[3-(tetrahydropyranyloxy)propyl]-hexan-1-ol). Reaction SMILES: [O:1]1[CH2:6][CH2:5][CH2:4][CH2:3][CH:2]1[O:7][CH2:8][CH2:9][CH2:10][CH2:11][CH2:12][CH2:13][CH2:14][C:15]([NH2:17])=O.[H-].[Al+3].[Li+].[H-].[H-].[H-].[O:24]1CCC[CH2:25]1>>[NH2:17][CH2:15][CH2:14][CH2:13][CH2:12][CH:11]([CH2:10][CH2:9][CH2:8][O:7][CH:2]1[CH2:3][CH2:4][CH2:5][CH2:6][O:1]1)[CH2:25][OH:24] |f:1.2.3.4.5.6|. Reported procedure: A solution of 1.0 g (3.17 mmol) of 5-[3-(tetrahydropyranyloxy)propyl]valeramide in 5 ml tetrahydrofuran is added dropwise to a suspension of 0.481 g (12.68 mmol) lithium aluminium hydride in 20 ml dry tetrahydrofuran. The reaction mixture is refluxed for 2.5 h, cooled in an ice-bath and quenched by the addition of 0.5 ml water, 0.5 ml 15% aqueous sodium hydroxide followed by 1.5 ml water. The mixture is stirred for 15 min and filtered, washed and then subjected to evaporation to give 6-amino-2-[... The reactants are CCO, CC(C)=O, [H][H], Nc1cncnc1. The product is CC(C)Nc1cncnc1. RXN SMILES: [CH3:14][CH2:15][OH:16].[CH3:8][C:9]([CH3:10])=[O:11].[H:12][H:13].[NH2:1][c:2]1[cH:3][n:4][cH:5][n:6][cH:7]1>>[NH:1]([c:2]1[cH:3][n:4][cH:5][n:6][cH:7]1)[CH:9]([CH3:8])[CH3:10].